Dataset: the Open Reaction Database (ORD), a public repository of structured organic reaction records. Task: describe an organic reaction: reactants, conditions, products, and yield The reactants are C(C)(=O)O (acetic acid), COC(=O)C=1C=NN2C1N=C(C(=C2Cl)C2=C(C=C(C=C2)F)F)Cl (5,7-Dichloro-6-(2,4-difluorophenyl)pyrazolo[1,5-a]pyrimidine-3-carboxylic acid methyl ester). The reagents and catalysts are [Zn].[Cu] (zinc copper). Run in CO (methanol), C1CCOC1 (THF). Product: COC(=O)C=1C=NN2C1N=C(C(=C2)C2=C(C=C(C=C2)F)F)Cl (5-chloro-6-(2,4-difluorophenyl)pyrazolo[1,5-a]pyrimidine-3-carboxylic acid methyl ester). Yield: 29.6%. RXN SMILES: [CH3:1][O:2][C:3]([C:5]1[CH:6]=[N:7][N:8]2[C:13](Cl)=[C:12]([C:15]3[CH:20]=[CH:19][C:18]([F:21])=[CH:17][C:16]=3[F:22])[C:11]([Cl:23])=[N:10][C:9]=12)=[O:4].C(O)(=O)C>CO.C1COCC1.[Zn].[Cu]>[CH3:1][O:2][C:3]([C:5]1[CH:6]=[N:7][N:8]2[CH:13]=[C:12]([C:15]3[CH:20]=[CH:19][C:18]([F:21])=[CH:17][C:16]=3[F:22])[C:11]([Cl:23])=[N:10][C:9]=12)=[O:4] |f:4.5|. Reported procedure: 500 mg (1.4 mmol) 5,7-Dichloro-6-(2,4-difluorophenyl)pyrazolo[1,5-a]pyrimidine-3-carboxylic acid methyl ester are dissolved in a mixture of 0.68 mL methanol and 3.9 mL THF. After addition of 0.16 mL acetic acid and 264 mg (2 mmol) zinc/copper pair, the mixture is vigorously stirred at rt over night. The reaction mixture is filtered via a glass microfibre filter and washed with plenty of methanol. The solvent has been removed and the residue purified by chromatography (silicagel, ethyl acetate/he... Reactants: N1=CC(=CC=C1)N1N=CC(=C1)N (1-pyridin-3-yl-1H-pyrazol-4-ylamine), CC(=O)C (acetone), FC(C(=O)O)(F)F (trifluoroacetic acid), C(C)(=O)O[BH-](OC(C)=O)OC(C)=O.[Na+] (sodium triacetoxyborohydride). Run in C(C)(=O)OC(C)C (isopropyl acetate). Conditions: time 4.5 hour. Yields the product C(C)(C)NC=1C=NN(C1)C=1C=NC=CC1 (isopropyl-(1-pyridin-3-yl-1H-pyrazol-4-yl)-amine), solid. Yield: 46.0%. Reaction SMILES: [N:1]1[CH:6]=[CH:5][CH:4]=[C:3]([N:7]2[CH:11]=[C:10]([NH2:12])[CH:9]=[N:8]2)[CH:2]=1.[CH3:13][C:14]([CH3:16])=O.FC(F)(F)C(O)=O.C(O[BH-](OC(=O)C)OC(=O)C)(=O)C.[Na+]>C(OC(C)C)(=O)C>[CH:14]([NH:12][C:10]1[CH:9]=[N:8][N:7]([C:3]2[CH:2]=[N:1][CH:6]=[CH:5][CH:4]=2)[CH:11]=1)([CH3:16])[CH3:13] |f:3.4|. Reported procedure: 1-pyridin-3-yl-1H-pyrazol-4-ylamine (0.6 g, 3.7 mmol) was dissolved in isopropyl acetate (8.5 ml). To the mixture, acetone (0.261 g, 4.5 mmol), trifluoroacetic acid (0.855 g, 7.5 mmol) and sodium triacetoxyborohydride (0.945 g, 4.5 mmol) were added. The reaction was stirred under nitrogen at room temperature for 4.5 hours and then quenched with 10% sodium hydroxide solution until the pH reached ˜9. The layers were separated, and the aqueous phase was extracted with ethyl acetate. The organic ext... Reactants: Cl.FC(OC=1C=CC2=C(N(C(N2)=O)C2CCNCC2)C1)F (6-[(Difluoromethyl)oxy]-1-(4-piperidinyl)-1,3-dihydro-2H-benzimidazol-2-one hydrochloride), O1CCC(CC1)=O (tetrahydro-4H-pyran-4-one), C(C)(=O)O[BH-](OC(C)=O)OC(C)=O.[Na+] (sodium triacetoxyborohydride), C([O-])(O)=O.[Na+] (sodium bicarbonate). Run in C(C)N(CC)CC (triethylamine), ClCCCl (1,2-dichloroethane). The product is Cl.FC(OC=1C=CC2=C(N(C(N2)=O)C2CCN(CC2)C2CCOCC2)C1)F (6-[(Difluoromethyl)oxy]-1-[1-(tetrahydro-2H-pyran-4-yl)-4-piperidinyl]-1,3-dihydro-2H-benzimidazol-2-one hydrochloride). The yield is 68.6%. RXN SMILES: [ClH:1].[F:2][CH:3]([F:21])[O:4][C:5]1[CH:6]=[CH:7][C:8]2[NH:12][C:11](=[O:13])[N:10]([CH:14]3[CH2:19][CH2:18][NH:17][CH2:16][CH2:15]3)[C:9]=2[CH:20]=1.[O:22]1[CH2:27][CH2:26][C:25](=O)[CH2:24][CH2:23]1.C(O[BH-](OC(=O)C)OC(=O)C)(=O)C.[Na+].C(=O)(O)[O-].[Na+]>C(N(CC)CC)C.ClCCCl>[ClH:1].[F:21][CH:3]([F:2])[O:4][C:5]1[CH:6]=[CH:7][C:8]2[NH:12][C:11](=[O:13])[N:10]([CH:14]3[CH2:15][CH2:16][N:17]([CH:25]4[CH2:26][CH2:27][O:22][CH2:23][CH2:24]4)[CH2:18][CH2:19]3)[C:9]=2[CH:20]=1 |f:0.1,3.4,5.6,9.10|. Procedure details: 6-[(Difluoromethyl)oxy]-1-(4-piperidinyl)-1,3-dihydro-2H-benzimidazol-2-one hydrochloride (D54, 0.3 g) 1,2-dichloroethane (10 ml) and triethylamine (0.5 ml), tetrahydro-4H-pyran-4-one (0.6 g), sodium triacetoxyborohydride (0.6 g) was stirred at room temperature over 3 days. The mixture was poured into sodium bicarbonate solution and extracted with dichloromethane. The organic phase was separated, washed with brine and the solvent was removed and the residue was chromatographed on silica gel elut... The product is FC(C(=O)O)(F)F.FC(C(=O)O)(F)F.ClC=1C=NC=2NC=3C=CC=C(CCC4=C(C=CC(NC1N2)=C4)N4CCN(CC4)C(=O)NC4=CC(=CC=C4)C#N)C3 (4-[6-Chloro-2,4,8,22-tetraazatetracyclo[14.3.1.1(3,7).1(9,13)]docosa-1(20),3(22),4,6,9(21),10,12,16,18-nonaen-12-yl]-N-(3-cyanophenyl)piperazine-1-carboxamide bis(trifluoroacetate)). Procedure details: The desired compound was prepared according to the procedure of Example D41 using 6-chloro-12-piperazin-1-yl-2,4,8,22-tetraazatetracyclo[14.3.1.1(3,7).1(9,13)]docosa-1(20),3(22),4,6,9(21),10,12,16,18-nonaene bis(trifluoroacetate) and 3-isocyanatobenzonitrile as the starting materials in 35% yield. LCMS for C30H28ClN8O (M+H)+: m/z=551.0. 1H NMR (300 MHz, DMSO-d6): δ 9.49 (s, 1H), 9.34 (s, 1H), 8.95 (s, 1H), 8.14 (s, 1H), 7.97-7.96 (m, 2H), 7.79-7.75 (m, 2H), 7.48-7.37 (m, 2H), 7.13-7.03 (m, 3H), ... As a reaction SMILES: [F:1][C:2]([F:7])([F:6])[C:3]([OH:5])=[O:4].[F:8][C:9]([F:14])([F:13])[C:10]([OH:12])=[O:11].[Cl:15][C:16]1[CH:17]=[N:18][C:19]2[NH:20][C:21]3[CH:22]=[CH:23][CH:24]=[C:25]([CH:43]=3)[CH2:26][CH2:27][C:28]3[CH:36]=[C:32]([NH:33][C:34]=1[N:35]=2)[CH:31]=[CH:30][C:29]=3[N:37]1[CH2:42][CH2:41][NH:40][CH2:39][CH2:38]1.[N:44]([C:47]1[CH:48]=[C:49]([CH:52]=[CH:53][CH:54]=1)[C:50]#[N:51])=[C:45]=[O:46]>>[F:1][C:2]([F:7])([F:6])[C:3]([OH:5])=[O:4].[F:8][C:9]([F:14])([F:13])[C:10]([OH:12])=[O:11].[Cl:15][C:16]1[CH:17]=[N:18][C:19]2[NH:20][C:21]3[CH:22]=[CH:23][CH:24]=[C:25]([CH:43]=3)[CH2:26][CH2:27][C:28]3[CH:36]=[C:32]([NH:33][C:34]=1[N:35]=2)[CH:31]=[CH:30][C:29]=3[N:37]1[CH2:42][CH2:41][N:40]([C:45]([NH:44][C:47]2[CH:54]=[CH:53][CH:52]=[C:49]([C:50]#[N:51])[CH:48]=2)=[O:46])[CH2:39][CH2:38]1 |f:0.1.2,4.5.6|. Reactants: FC(C(=O)O)(F)F.FC(C(=O)O)(F)F.ClC=1C=NC=2NC=3C=CC=C(CCC4=C(C=CC(NC1N2)=C4)N4CCNCC4)C3 (6-chloro-12-piperazin-1-yl-2,4,8,22-tetraazatetracyclo[14.3.1.1(3,7).1(9,13)]docosa-1(20),3(22),4,6,9(21),10,12,16,18-nonaene bis(trifluoroacetate)), N(=C=O)C=1C=C(C#N)C=CC1 (3-isocyanatobenzonitrile). Isolated yield 35.0%. The reactants are C(=O)(C(F)(F)F)O (TFA), O=C(CN(C(OC(C)(C)C)=O)CC1=CC=CC=C1)N(CC=C)CC1=CC=CC=C1 (1,1-dimethylethyl {2-oxo-2-[(phenylmethyl)(2-propen-1-yl)amino]ethyl}(phenylmethyl)carbamate). The solvent is ClCCl (dichloromethane). Reaction conditions: time 3 hour. Yields the product C1(=CC=CC=C1)CN(C(CNCC1=CC=CC=C1)=O)CC=C (N1,N2-bis(phenylmethyl)-N1-2-propen-1-ylglycinamide). Yield: 99.6%. As a reaction SMILES: C(O)(C(F)(F)F)=O.[O:8]=[C:9]([N:26]([CH2:30][C:31]1[CH:36]=[CH:35][CH:34]=[CH:33][CH:32]=1)[CH2:27][CH:28]=[CH2:29])[CH2:10][N:11]([CH2:19][C:20]1[CH:25]=[CH:24][CH:23]=[CH:22][CH:21]=1)C(=O)OC(C)(C)C>ClCCl>[C:31]1([CH2:30][N:26]([CH2:27][CH:28]=[CH2:29])[C:9](=[O:8])[CH2:10][NH:11][CH2:19][C:20]2[CH:25]=[CH:24][CH:23]=[CH:22][CH:21]=2)[CH:32]=[CH:33][CH:34]=[CH:35][CH:36]=1. Reported procedure: TFA (3 ml) was added dropwise to a solution of 1,1-dimethylethyl {2-oxo-2-[(phenylmethyl)(2-propen-1-yl)amino]ethyl}(phenylmethyl)carbamate (D89, 1.18 g, 3 mmol) in dry dichloromethane (12 ml) at 0° C. After stirring at room temperature for 3 h the solvent was evaporated and the residue purified via SCX cartridge to give the title compound (880 mg, quant.) as a clear oil. 1H NMR (400 MHz, CDCl3) δ (ppm): 7.4-7.2 (m, 10H), 5.9-5.6 (m, 1H), 5.2-5.0 (m, 2H), 4.6, 4.4 (s, 2H), 4.1-3.7 (m, 4H), 3.5 (... Starting materials: CC1(C=2C=CC(=CC2C(CC1)(C)C)C1=CC=CC(=N1)N1CC(CCC1)N)C (6′-(5,5,8,8-tetramethyl-5,6,7,8-tetrahydronaphthalen-2-yl)-3,4,5,6-tetrahydro-2H-1,2′-bipyridinyl-3-ylamine), ClCCCO (3-chloro-1-propanol), Cl (hydrochloride). The product is CC1(C=2C=CC(=CC2C(CC1)(C)C)C1=CC=CC(=N1)N1CC(CCC1)NCCCO)C (3-[6′-(5,5,8,8-Tetramethyl-5,6,7,8-tetrahydronaphthalen-2-yl)-3,4,5,6-tetrahydro-2H-1,2′-bipyridinyl-3-ylamino]propan-1-ol). Reaction SMILES: [CH3:1][C:2]1([CH3:27])[CH2:11][CH2:10][C:9]([CH3:13])([CH3:12])[C:8]2[CH:7]=[C:6]([C:14]3[N:19]=[C:18]([N:20]4[CH2:25][CH2:24][CH2:23][CH:22]([NH2:26])[CH2:21]4)[CH:17]=[CH:16][CH:15]=3)[CH:5]=[CH:4][C:3]1=2.Cl[CH2:29][CH2:30][CH2:31][OH:32].Cl>>[CH3:1][C:2]1([CH3:27])[CH2:11][CH2:10][C:9]([CH3:12])([CH3:13])[C:8]2[CH:7]=[C:6]([C:14]3[N:19]=[C:18]([N:20]4[CH2:25][CH2:24][CH2:23][CH:22]([NH:26][CH2:29][CH2:30][CH2:31][OH:32])[CH2:21]4)[CH:17]=[CH:16][CH:15]=3)[CH:5]=[CH:4][C:3]1=2. Procedure details: The preparation is carried out analogously to FS301 starting from 73 mg (0.20 mmol) of 6′-(5,5,8,8-tetramethyl-5,6,7,8-tetrahydronaphthalen-2-yl)-3,4,5,6-tetrahydro-2H-1,2′-bipyridinyl-3-ylamine and 33 μl of 3-chloro-1-propanol. The product is the hydrochloride.